This data is from the Open Reaction Database (ORD), a public repository of structured organic reaction records. The task is: describe an organic reaction: reactants, conditions, products, and yield Product: CC(C)(C)OC(=O)N1CCC(n2cc(-c3cnc(N)c(-c4nc5cccc(C(=O)O)c5o4)c3)cn2)CC1. The reactants are CO, COC(=O)c1cccc2nc(-c3cc(-c4cnn(C5CCN(C(=O)OC(C)(C)C)CC5)c4)cnc3N)oc12, [Na+], [OH-]. As a reaction SMILES: [CH3:41][OH:42].[NH2:3][c:4]1[n:5][cH:6][c:7](-[c:23]2[cH:24][n:25][n:26]([CH:28]3[CH2:29][CH2:30][N:31]([C:34](=[O:35])[O:36][C:37]([CH3:38])([CH3:39])[CH3:40])[CH2:32][CH2:33]3)[cH:27]2)[cH:8][c:9]1-[c:10]1[o:11][c:12]2[c:13]([n:14]1)[cH:15][cH:16][cH:17][c:18]2[C:19](=[O:20])[O:21][CH3:22].[Na+:2].[OH-:1]>>[NH2:3][c:4]1[n:5][cH:6][c:7](-[c:23]2[cH:24][n:25][n:26]([CH:28]3[CH2:29][CH2:30][N:31]([C:34](=[O:35])[O:36][C:37]([CH3:38])([CH3:39])[CH3:40])[CH2:32][CH2:33]3)[cH:27]2)[cH:8][c:9]1-[c:10]1[o:11][c:12]2[c:13]([n:14]1)[cH:15][cH:16][cH:17][c:18]2[C:19](=[O:20])[OH:21]. Starting materials: C(CCC)C1=CC=C(C=C1)CN(C(=O)NC1=C(C=C(C=C1Cl)Cl)Cl)CCCCCCOS(=O)(=O)C (1-[(4-butylphenyl)methyl]-1-[6-[(methylsulfonyl)oxy]hexyl]-3-(2,4,6-trichlorophenyl)urea), [Cl-].[K+] (potassium chloride). The solvent is CS(=O)C (dimethyl sulfoxide). The product is C(CCC)C1=CC=C(C=C1)CN(C(=O)NC1=C(C=C(C=C1Cl)Cl)Cl)CCCCCCCl (1-[(4-Butylphenyl)methyl]-1-(6-chlorohexyl)-3-(2,4,6-trichlorophenyl)urea). Isolated yield 64.7%. RXN SMILES: [CH2:1]([C:5]1[CH:10]=[CH:9][C:8]([CH2:11][N:12]([CH2:25][CH2:26][CH2:27][CH2:28][CH2:29][CH2:30]OS(C)(=O)=O)[C:13]([NH:15][C:16]2[C:21]([Cl:22])=[CH:20][C:19]([Cl:23])=[CH:18][C:17]=2[Cl:24])=[O:14])=[CH:7][CH:6]=1)[CH2:2][CH2:3][CH3:4].[Cl-:36].[K+]>CS(C)=O>[CH2:1]([C:5]1[CH:10]=[CH:9][C:8]([CH2:11][N:12]([CH2:25][CH2:26][CH2:27][CH2:28][CH2:29][CH2:30][Cl:36])[C:13]([NH:15][C:16]2[C:21]([Cl:22])=[CH:20][C:19]([Cl:23])=[CH:18][C:17]=2[Cl:24])=[O:14])=[CH:7][CH:6]=1)[CH2:2][CH2:3][CH3:4] |f:1.2|. Procedure: A mixture of 1.9 g of 1-[(4-butylphenyl)methyl]-1-[6-[(methylsulfonyl)oxy]hexyl]-3-(2,4,6-trichlorophenyl)urea, 0.6 g of potassium chloride, and 3.0 ml of dried dimethyl sulfoxide was heated at an oil bath temperature of 60°-70° C. for 20 hours. The extraction and chromatography procedures of Example 521 were followed to give 1.1 g of the desired product as a colorless oil. Starting materials: FC=1C=C2C(=C(C(C2=CC1)=CC1=CC(=C(C(=C1)OC)OC)OC)C)CC(=O)O (5-fluoro-2-methyl-1-(3,4,5-trimethoxybenzylidene)-3-indenyl-acetic acid), C[O-].[Na+] (sodium methoxide). Run in CO (methanol), CO (methanol). Run at time 20 minute. The product is FC=1C=C2C(=C(C(C2=CC1)=CC1=CC(=C(C(=C1)OC)OC)OC)C)CC(=O)[O-].[Na+] (sodium 5-fluoro-2-methyl-1-(3,4,5-trimethoxybenzylidene)-3-indenylacetate). As a reaction SMILES: [F:1][C:2]1[CH:3]=[C:4]2[C:8](=[CH:9][CH:10]=1)[C:7](=[CH:11][C:12]1[CH:17]=[C:16]([O:18][CH3:19])[C:15]([O:20][CH3:21])=[C:14]([O:22][CH3:23])[CH:13]=1)[C:6]([CH3:24])=[C:5]2[CH2:25][C:26]([OH:28])=[O:27].C[O-].[Na+:31]>CO>[F:1][C:2]1[CH:3]=[C:4]2[C:8](=[CH:9][CH:10]=1)[C:7](=[CH:11][C:12]1[CH:17]=[C:16]([O:18][CH3:19])[C:15]([O:20][CH3:21])=[C:14]([O:22][CH3:23])[CH:13]=1)[C:6]([CH3:24])=[C:5]2[CH2:25][C:26]([O-:28])=[O:27].[Na+:31] |f:1.2,4.5|. Reported procedure: 5-fluoro-2-methyl-1-(3,4,5-trimethoxybenzylidene)-3-indenyl-acetic acid (1.79 g, 4.65 mmol) in methanol (10 ml) is added to a solution of sodium methoxide (0.25 g, 4.65 mmol) in methanol (5 ml). The reaction mixture is stirred for 20 minutes and evaporated to dryness to yield sodium 5-fluoro-2-methyl-1-(3,4,5-trimethoxybenzylidene)-3-indenylacetate. Reactants: CI, CS(C)=O, [H-], [Na+], Oc1cnc2ccsc2c1. Yields the product COc1cnc2ccsc2c1. Reaction SMILES: [CH3:13][I:14].[CH3:15][S:16]([CH3:17])=[O:18].[H-:11].[Na+:12].[OH:1][c:2]1[cH:3][c:4]2[c:5]([n:6][cH:7]1)[cH:8][cH:9][s:10]2>>[O:1]([c:2]1[cH:3][c:4]2[c:5]([n:6][cH:7]1)[cH:8][cH:9][s:10]2)[CH3:13]. Reactants: CCCOc1ccc(CCl)cc1, CS(C)=O, [Cl-], [NH4+], CCOC(=O)C1CCNCC1. Product: CCCOc1ccc(CN2CCC(C(=O)OCC)CC2)cc1. Reaction SMILES: [CH2:12]([CH2:13][CH3:14])[O:15][c:16]1[cH:17][cH:18][c:19]([CH2:22][Cl:23])[cH:20][cH:21]1.[CH3:26][S:27](=[O:28])[CH3:29].[Cl-:24].[NH4+:25].[NH:1]1[CH2:2][CH2:3][CH:4]([C:7](=[O:8])[O:9][CH2:10][CH3:11])[CH2:5][CH2:6]1>>[N:1]1([CH2:22][c:19]2[cH:18][cH:17][c:16]([O:15][CH2:12][CH2:13][CH3:14])[cH:21][cH:20]2)[CH2:2][CH2:3][CH:4]([C:7](=[O:8])[O:9][CH2:10][CH3:11])[CH2:5][CH2:6]1. The reactants are COC(=O)c1cccc(C(O)Cc2cccc(Br)n2)c1, CC(C)C[Al+]CC(C)C, Cc1ccccc1, CC(C)O, [H-], O. Product: OCc1cccc(C(O)Cc2cccc(Br)n2)c1. Reaction SMILES: [Br:1][c:2]1[n:3][c:4]([CH2:8][CH:9]([c:10]2[cH:11][c:12]([C:16](=[O:17])[O:18][CH3:19])[cH:13][cH:14][cH:15]2)[OH:20])[cH:5][cH:6][cH:7]1.[CH2:22]([Al+:23][CH2:24][CH:25]([CH3:26])[CH3:27])[CH:28]([CH3:29])[CH3:30].[CH3:36][c:37]1[cH:38][cH:39][cH:40][cH:41][cH:42]1.[CH:31]([OH:32])([CH3:33])[CH3:34].[H-:21].[OH2:35]>>[Br:1][c:2]1[n:3][c:4]([CH2:8][CH:9]([c:10]2[cH:11][c:12]([CH2:16][OH:17])[cH:13][cH:14][cH:15]2)[OH:20])[cH:5][cH:6][cH:7]1. The reactants are CC(=O)O[BH-](OC(C)=O)OC(C)=O, O=C([O-])O, CO, CC(=O)O, ClC(Cl)Cl, COc1cnc2ccc(=O)n(CCN3CCC(N)CC3)c2c1, [Na+], [Na+], O=Cc1ccc2c(n1)NC(=O)CO2. Product: COc1cnc2ccc(=O)n(CCN3CCC(NCc4ccc5c(n4)NC(=O)CO5)CC3)c2c1. RXN SMILES: [C:36]([O:37][BH-:38]([O:39][C:40](=[O:41])[CH3:42])[O:43][C:44](=[O:45])[CH3:46])(=[O:47])[CH3:48].[C:50](=[O:51])([O-:52])[OH:53].[CH3:59][OH:60].[CH3:61][C:62](=[O:63])[OH:64].[CH:55]([Cl:56])([Cl:57])[Cl:58].[NH2:1][CH:2]1[CH2:3][CH2:4][N:5]([CH2:8][CH2:9][n:10]2[c:11](=[O:22])[cH:12][cH:13][c:14]3[n:15][cH:16][c:17]([O:20][CH3:21])[cH:18][c:19]23)[CH2:6][CH2:7]1.[Na+:49].[Na+:54].[O:23]=[C:24]1[NH:25][c:26]2[c:27]([cH:30][cH:31][c:32]([CH:34]=[O:35])[n:33]2)[O:28][CH2:29]1>>[NH:1]([CH:2]1[CH2:3][CH2:4][N:5]([CH2:8][CH2:9][n:10]2[c:11](=[O:22])[cH:12][cH:13][c:14]3[n:15][cH:16][c:17]([O:20][CH3:21])[cH:18][c:19]23)[CH2:6][CH2:7]1)[CH2:34][c:32]1[cH:31][cH:30][c:27]2[c:26]([n:33]1)[NH:25][C:24](=[O:23])[CH2:29][O:28]2.